Dataset: the Open Reaction Database (ORD), a public repository of structured organic reaction records. Task: describe an organic reaction: reactants, conditions, products, and yield Starting materials: COC=1C(C(=C(C(C1OC)=O)C)CCC(=O)OC1=CC=C(C=C1)[N+](=O)[O-])=O (p-nitrophenyl 3-(2,3-dimethoxy-5-methyl-1,4-benzoquinon-6-yl)propionate), N[C@@H](C)C(=O)O (L-alanine), C(C)N1CCOCC1 (N-ethylmorpholine). Run in CN(C=O)C (N,N-dimethylformamide). Run at time 2 day. Product: COC=1C(C(=C(C(C1OC)=O)C)CCC(=O)N[C@@H](C)C(=O)O)=O (3-(2,3-dimethoxy-5-methyl-1,4-benzoquinon-6-yl)propionyl-L-alanine). The yield is 14.1%. As a reaction SMILES: [CH3:1][O:2][C:3]1[C:4](=[O:27])[C:5]([CH2:13][CH2:14][C:15]([O:17]C2C=CC([N+]([O-])=O)=CC=2)=O)=[C:6]([CH3:12])[C:7](=[O:11])[C:8]=1[O:9][CH3:10].[NH2:28][C@H:29]([C:31]([OH:33])=[O:32])[CH3:30].C(N1CCOCC1)C>CN(C)C=O>[CH3:1][O:2][C:3]1[C:4](=[O:27])[C:5]([CH2:13][CH2:14][C:15]([NH:28][C@H:29]([C:31]([OH:33])=[O:32])[CH3:30])=[O:17])=[C:6]([CH3:12])[C:7](=[O:11])[C:8]=1[O:9][CH3:10]. Procedure details: To a solution of p-nitrophenyl 3-(2,3-dimethoxy-5-methyl-1,4-benzoquinon-6-yl)propionate (187 mg, 0.5 mmol) and L-alanine (45 mg, 0.5 mmol) in N,N-dimethylformamide (5 ml) was added N-ethylmorpholine (128 μ1, 1.0 mmol). The mixture was stirred at room temperature for 2 days. After completion of the reaction, the solvent was distilled off and the residue was chromatographed on a Sephadex LH20 column under the same conditions as above. The eluate was evaporated to give 3-(2,3-dimethoxy-5-methyl-1,... Starting materials: CC(C)(C)OC(=O)N1c2ccccc2CCC1c1nc2c(C(N)=O)cccc2[nH]1, CO, Cl. The product is NC(=O)c1cccc2[nH]c(C3CCc4ccccc4N3)nc12. RXN SMILES: [C:1]([NH2:2])(=[O:3])[c:4]1[cH:5][cH:6][cH:7][c:8]2[nH:9][c:10]([CH:13]3[N:14]([C:23]([O:24][C:25]([CH3:26])([CH3:27])[CH3:28])=[O:29])[c:15]4[cH:16][cH:17][cH:18][cH:19][c:20]4[CH2:21][CH2:22]3)[n:11][c:12]12.[CH3:31][OH:32].[ClH:30]>>[C:1]([NH2:2])(=[O:3])[c:4]1[cH:5][cH:6][cH:7][c:8]2[nH:9][c:10]([CH:13]3[NH:14][c:15]4[cH:16][cH:17][cH:18][cH:19][c:20]4[CH2:21][CH2:22]3)[n:11][c:12]12.